This data is from the Open Reaction Database (ORD), a public repository of structured organic reaction records. The task is: describe an organic reaction: reactants, conditions, products, and yield The reactants are C(C)OC(=O)CN1C(C=CC=C1)=O (N-ethoxycarbonylmethyl-2-pyridone), [Li+].[BH4-] (LiBH4), C(C)(=O)OCC (ethyl acetate). The solvent is O1CCOCC1 (dioxane). Conditions: time 5 minute. Product: OCCN1C(C=CC=C1)=O (N-hydroxyethyl-2-pyridone). Isolated yield 41.3%. As a reaction SMILES: C([O:3][C:4]([CH2:6][N:7]1[CH:12]=[CH:11][CH:10]=[CH:9][C:8]1=[O:13])=O)C.[Li+].[BH4-].C(OCC)(=O)C>O1CCOCC1>[OH:3][CH2:4][CH2:6][N:7]1[CH:12]=[CH:11][CH:10]=[CH:9][C:8]1=[O:13] |f:1.2|. Reported procedure: In 100 ml of dioxane, was dissolved N-ethoxycarbonylmethyl-2-pyridone (3.62 g, 20 mmol). To the solution was added 90% LiBH4 (0.96 g, 40 mmol) and the mixture was refluxed for 20 minutes. Subsequently, ethyl acetate (20 ml) was added to the mixture and the refluxing was carried out for five minutes. The reaction mixture was evaporated to dryness and water was added to the residue. The aqueous solution was extracted with chloroform (three times), dried, and then concentrated under reduced pressur... The reactants are O=C([O-])[O-], CCI, CCOC(=O)c1cn(NC=O)c2cc3c(cc2c1=O)OCO3, [K+], [K+]. The product is CCOC(=O)c1cn(N(C=O)CC)c2cc3c(cc2c1=O)OCO3. As a reaction SMILES: [C:23](=[O:24])([O-:25])[O-:26].[CH2:29]([CH3:30])[I:31].[CH:1](=[O:2])[NH:3][n:4]1[cH:5][c:6]([C:18](=[O:19])[O:20][CH2:21][CH3:22])[c:7](=[O:17])[c:8]2[cH:9][c:10]3[c:11]([cH:12][c:13]12)[O:14][CH2:15][O:16]3.[K+:27].[K+:28]>>[CH:1](=[O:2])[N:3]([n:4]1[cH:5][c:6]([C:18](=[O:19])[O:20][CH2:21][CH3:22])[c:7](=[O:17])[c:8]2[cH:9][c:10]3[c:11]([cH:12][c:13]12)[O:14][CH2:15][O:16]3)[CH2:29][CH3:30]. The reactants are CO, COC(=O)C=Cc1cnc(Cl)c(Cl)c1, [Na+], [OH-]. Yields the product O=C(O)C=Cc1cnc(Cl)c(Cl)c1. Reaction SMILES: [CH3:17][OH:18].[CH3:1][O:2][C:3]([CH:4]=[CH:5][c:6]1[cH:7][n:8][c:9]([Cl:13])[c:10]([Cl:12])[cH:11]1)=[O:14].[Na+:16].[OH-:15]>>[O:2]=[C:3]([CH:4]=[CH:5][c:6]1[cH:7][n:8][c:9]([Cl:13])[c:10]([Cl:12])[cH:11]1)[OH:14]. The reactants are Cn1ccccc1=S, CCO, Fc1cccc(CCl)c1. Product: [Cl-], C[n+]1ccccc1SCc1cccc(F)c1. As a reaction SMILES: [CH3:10][n:11]1[c:12](=[S:17])[cH:13][cH:14][cH:15][cH:16]1.[CH3:18][CH2:19][OH:20].[F:1][c:2]1[cH:3][c:4]([CH2:5][Cl:6])[cH:7][cH:8][cH:9]1>>[Cl-:6].[F:1][c:2]1[cH:3][c:4]([CH2:5][S:17][c:12]2[n+:11]([CH3:10])[cH:16][cH:15][cH:14][cH:13]2)[cH:7][cH:8][cH:9]1. The reactants are B1(OC(C(O1)(C)C)(C)C)B2OC(C(O2)(C)C)(C)C (Bis(pinacolato)diboron), C(C)(=O)[O-].[K+] (potassium acetate), C1(CCCCC1)P(C1CCCCC1)C1CCCCC1.C1(=CC=CC=C1)C (tricyclohexylphosphine toluene), C(C1=CC=CC=C1)OC1=C(C(=O)OCC2=CC=CC=C2)C=CC(=C1)Cl (benzyl 2-(benzyloxy)-4-chlorobenzoate), C([O-])(O)=O.[Na+] (sodium bicarbonate), C1(CCCCC1)P(C1CCCCC1)C1CCCCC1.C1(=CC=CC=C1)C (tricyclohexylphosphine toluene). The reagents and catalysts are C=1C=CC(=CC1)/C=C/C(=O)/C=C/C2=CC=CC=C2.C=1C=CC(=CC1)/C=C/C(=O)/C=C/C2=CC=CC=C2.C=1C=CC(=CC1)/C=C/C(=O)/C=C/C2=CC=CC=C2.[Pd].[Pd] (tris(dibenzylideneacetone)dipalladium(0)), C=1C=CC(=CC1)/C=C/C(=O)/C=C/C2=CC=CC=C2.C=1C=CC(=CC1)/C=C/C(=O)/C=C/C2=CC=CC=C2.C=1C=CC(=CC1)/C=C/C(=O)/C=C/C2=CC=CC=C2.[Pd].[Pd] (tris(dibenzylideneacetone)dipalladium(0)). Run in O1CCOCC1 (dioxane), C(C)(=O)OCC (ethyl acetate). Conditions: time 30 minute. Product: C(C1=CC=CC=C1)OC1=C(C(=O)OCC2=CC=CC=C2)C=CC(=C1)B1OC(C(O1)(C)C)(C)C (benzyl 2-(benzyloxy)-4-(4,4,5,5-tetramethyl-1,3,2-dioxaborolan-2-yl)benzoate). Reaction SMILES: B1([B:10]2[O:14][C:13]([CH3:16])([CH3:15])[C:12]([CH3:18])([CH3:17])[O:11]2)OC(C)(C)C(C)(C)O1.C([O-])(=O)C.[K+].C1(P(C2CCCCC2)C2CCCCC2)CCCCC1.C1(C)C=CC=CC=1.[CH2:50]([O:57][C:58]1[CH:73]=[C:72](Cl)[CH:71]=[CH:70][C:59]=1[C:60]([O:62][CH2:63][C:64]1[CH:69]=[CH:68][CH:67]=[CH:66][CH:65]=1)=[O:61])[C:51]1[CH:56]=[CH:55][CH:54]=[CH:53][CH:52]=1.C(=O)(O)[O-].[Na+]>C1C=CC(/C=C/C(/C=C/C2C=CC=CC=2)=O)=CC=1.C1C=CC(/C=C/C(/C=C/C2C=CC=CC=2)=O)=CC=1.C1C=CC(/C=C/C(/C=C/C2C=CC=CC=2)=O)=CC=1.[Pd].[Pd].C(OCC)(=O)C.O1CCOCC1>[CH2:50]([O:57][C:58]1[CH:73]=[C:72]([B:10]2[O:11][C:12]([CH3:17])([CH3:18])[C:13]([CH3:15])([CH3:16])[O:14]2)[CH:71]=[CH:70][C:59]=1[C:60]([O:62][CH2:63][C:64]1[CH:65]=[CH:66][CH:67]=[CH:68][CH:69]=1)=[O:61])[C:51]1[CH:52]=[CH:53][CH:54]=[CH:55][CH:56]=1 |f:1.2,3.4,6.7,8.9.10.11.12|. Procedure: Bis(pinacolato)diboron (0.41 g), potassium acetate (0.25 g), tris(dibenzylideneacetone)dipalladium(0) (46 mg), and a 15% tricyclohexylphosphine-toluene solution (0.25 mL) were added to a dioxane (3.5 mL) solution of benzyl 2-(benzyloxy)-4-chlorobenzoate (0.35 g), followed by stirring under a nitrogen atmosphere at room temperature for 30 minutes and then at 80° C. for 5 hours and 30 minutes. After cooling the reaction mixture to room temperature, tris(dibenzylideneacetone)dipalladium(0) (46 mg) ... Starting materials: OCCN1CCN(CC1)CC(=O)NC=1C(=NC(=CC1SC)C)SC (2-[4-(2-hydroxyethyl)piperazin-1-yl]-N-[2,4-bis(methylthio)-6-methylpyridin-3-yl]acetamide), SC=1OC2=C(N1)C=CC=C2C(F)(F)F (2-mercapto-7-trifluoromethylbenzoxazole), OCCN1CCN(CC1)CC(=O)NC=1C(=NC(=CC1N1CCCC1)C)N1CCCC1 (2-[4-(2-hydroxyethyl)piperazin-1-yl]-N-[2,4-bis(pyrrolidin-1-yl)-6-methylpyridin-3-yl]acetamide), SC=1NC2=C(N1)C=CC=C2 (2-mercaptobenzimidazole). Product: FC(C1=CC=CC=2N=C(OC21)SCCN2CCN(CC2)CC(=O)NC=2C(=NC(=CC2N2CCCC2)C)N2CCCC2)(F)F (2-[4-[2-(7-trifluoromethylbenzoxazol-2-ylthio)ethyl]piperazin-1-yl]-N-[2,4-bis(pyrrolidin-1-yl)-6-methylpyridin-3-yl]acetamide). RXN SMILES: OCCN1CCN(CC(NC2C(SC)=NC(C)=CC=2SC)=O)CC1.O[CH2:26][CH2:27][N:28]1[CH2:33][CH2:32][N:31]([CH2:34][C:35]([NH:37][C:38]2[C:39]([N:50]3[CH2:54][CH2:53][CH2:52][CH2:51]3)=[N:40][C:41]([CH3:49])=[CH:42][C:43]=2[N:44]2[CH2:48][CH2:47][CH2:46][CH2:45]2)=[O:36])[CH2:30][CH2:29]1.SC1NC2C=CC=CC=2N=1.[SH:65][C:66]1[O:67][C:68]2[C:74]([C:75]([F:78])([F:77])[F:76])=[CH:73][CH:72]=[CH:71][C:69]=2[N:70]=1>>[F:76][C:75]([F:78])([F:77])[C:74]1[C:68]2[O:67][C:66]([S:65][CH2:26][CH2:27][N:28]3[CH2:29][CH2:30][N:31]([CH2:34][C:35]([NH:37][C:38]4[C:39]([N:50]5[CH2:51][CH2:52][CH2:53][CH2:54]5)=[N:40][C:41]([CH3:49])=[CH:42][C:43]=4[N:44]4[CH2:45][CH2:46][CH2:47][CH2:48]4)=[O:36])[CH2:32][CH2:33]3)=[N:70][C:69]=2[CH:71]=[CH:72][CH:73]=1. Procedure details: The reaction and treatments of Example 12 were repeated, except that 2-[4-(2-hydroxyethyl)piperazin-1-yl]-N-[2,4-bis(methylthio)-6-methylpyridin-3-yl]acetamide was replaced by 2-[4-(2-hydroxyethyl)piperazin-1-yl]-N-[2,4-bis(pyrrolidin-1-yl)-6-methylpyridin-3-yl]acetamide, and 2-mercaptobenzimidazole was replaced by 2-mercapto-7-trifluoromethylbenzoxazole, to thereby yield the title compound as a pale yellow oil.